This data is from the Open Reaction Database (ORD), a public repository of structured organic reaction records. The task is: describe an organic reaction: reactants, conditions, products, and yield Starting materials: C(C)OC(CN1CCC(CC1)C(=O)C1=CC2=C(OCO2)C=C1)=O ([4-(benzo[1,3]dioxole-5-carbonyl)-piperidin-1-yl]-acetic acid ethyl ester), O[Li].O (LiOH.H2O). Run at time 1.5 hour. Yields the product O1COC2=C1C=CC(=C2)C(=O)C2CCN(CC2)CC(=O)O ([4-(Benzo[1,3]dioxole-5-carbonyl)-piperidin-1-yl]-acetic acid). Yield: 89.1%. RXN SMILES: C([O:3][C:4](=[O:23])[CH2:5][N:6]1[CH2:11][CH2:10][CH:9]([C:12]([C:14]2[CH:22]=[CH:21][C:17]3[O:18][CH2:19][O:20][C:16]=3[CH:15]=2)=[O:13])[CH2:8][CH2:7]1)C.O[Li].O>>[O:18]1[C:17]2[CH:21]=[CH:22][C:14]([C:12]([CH:9]3[CH2:8][CH2:7][N:6]([CH2:5][C:4]([OH:23])=[O:3])[CH2:11][CH2:10]3)=[O:13])=[CH:15][C:16]=2[O:20][CH2:19]1 |f:1.2|. Procedure: To a solution of [4-(benzo[1,3]dioxole-5-carbonyl)-piperidin-1-yl]-acetic acid ethyl ester (0.35 g, 1.1 mmol in 6 mL of THF and 2 mL of methanol) was added LiOH.H2O (0.23 g, 5.5 mmol in 3 mL of water) and the reaction mixture was stirred at ambient temperature for 1.5 hours. The solvent was removed in vacuo then diluted with 20 mL of water (pH 14). The residue was treated with 12 mL of 1 N HCl (pH 4), frozen at −78° C. and lyophilized for 24 hours to yield the title compound (0.30 g, 0.98 mmol)....